Dataset: the Open Reaction Database (ORD), a public repository of structured organic reaction records. Task: describe an organic reaction: reactants, conditions, products, and yield Reactants: COC1=CC=C(C=C1)CCC(=O)C1C(NC(NC1=O)=O)=O (5-[3-(4-Methoxyphenyl)propionyl]barbituric Acid), C(#N)[BH3-].[Na+] (sodium cyanoborohydride). Solvent: C(C)(=O)O (acetic acid). Run at temperature 60 celsius. Yields the product COC1=CC=C(C=C1)CCCC1C(NC(NC1=O)=O)=O (5-[3-(4-Methoxyphenyl)propyl]barbituric Acid). Isolated yield 91.8%. Reaction SMILES: [CH3:1][O:2][C:3]1[CH:8]=[CH:7][C:6]([CH2:9][CH2:10][C:11]([CH:13]2[C:18](=[O:19])[NH:17][C:16](=[O:20])[NH:15][C:14]2=[O:21])=O)=[CH:5][CH:4]=1.C([BH3-])#N.[Na+]>C(O)(=O)C>[CH3:1][O:2][C:3]1[CH:4]=[CH:5][C:6]([CH2:9][CH2:10][CH2:11][CH:13]2[C:14](=[O:21])[NH:15][C:16](=[O:20])[NH:17][C:18]2=[O:19])=[CH:7][CH:8]=1 |f:1.2|. Procedure details: To a suspension of 10 g of 5-[3-(4-Methoxyphenyl)propionyl]barbituric Acid in 100 ml of acetic acid are added portionwise 4.5 g of sodium cyanoborohydride, then the mixture is heated to 60° C. After 1 hour the reaction mixture is cooled to room temperature and poured into ice. After 30 minutes a solid is recovered by filtration, which is dried under vacuum at 50° C. to give 8.74 g of the product, m.p. 195-197° C. Product: crude oil, ClC(C#N)C1=CC(=C(C=C1)OCC)OCC (α-chloro-α-(3,4-diethoxyphenyl)acetonitrile). The solvent is C(Cl)(Cl)Cl (chloroform). Procedure: In 60 ml of chloroform is dissolved 4.4 g of α-(3,4-diethoxyphenyl)-α-hydroxyacetonitrile and after addition of 1.5 ml of thionyl chloride, the mixture is heated under reflux for 15 minutes. After cooling, the reaction mixture is washed with a saturated aqueous solution of sodium hydrogen carbonate and water in the order mentioned, followed by drying over MgSO4. The solvent is then distilled off to give 4.8 g of a crude oil of α-chloro-α-(3,4-diethoxyphenyl)acetonitrile (quantitative yield). [If... As a reaction SMILES: [CH2:1]([O:3][C:4]1[CH:5]=[C:6]([CH:13](O)[C:14]#[N:15])[CH:7]=[CH:8][C:9]=1[O:10][CH2:11][CH3:12])[CH3:2].S(Cl)([Cl:19])=O>C(Cl)(Cl)Cl>[Cl:19][CH:13]([C:6]1[CH:7]=[CH:8][C:9]([O:10][CH2:11][CH3:12])=[C:4]([O:3][CH2:1][CH3:2])[CH:5]=1)[C:14]#[N:15]. Reactants: C(C)OC=1C=C(C=CC1OCC)C(C#N)O (α-(3,4-diethoxyphenyl)-α-hydroxyacetonitrile), S(=O)(Cl)Cl (thionyl chloride). The reactants are Cc1ccccc1, CC1(C)CC(O)CC(C)(C)N1OC1CCCCC1, O=C1CCC(=O)O1. Yields the product CC1(C)CC(OC(=O)CCC(=O)O)CC(C)(C)N1OC1CCCCC1. Reaction SMILES: [CH3:26][c:27]1[cH:28][cH:29][cH:30][cH:31][cH:32]1.[CH:1]1([O:7][N:8]2[C:9]([CH3:17])([CH3:18])[CH2:10][CH:11]([OH:16])[CH2:12][C:13]2([CH3:14])[CH3:15])[CH2:2][CH2:3][CH2:4][CH2:5][CH2:6]1.[O:19]=[C:20]1[CH2:21][CH2:22][C:23](=[O:24])[O:25]1>>[CH:1]1([O:7][N:8]2[C:9]([CH3:17])([CH3:18])[CH2:10][CH:11]([O:16][C:23]([CH2:22][CH2:21][C:20](=[O:19])[OH:25])=[O:24])[CH2:12][C:13]2([CH3:14])[CH3:15])[CH2:2][CH2:3][CH2:4][CH2:5][CH2:6]1. Starting materials: N(=[N+]=[N-])C1=CC(=CC=C1)[N+](=O)[O-] (Azido-3-nitro-benzene), C[Si](C)(C)C#C (trimethylsilylacetylene). The solvent is C1CCOC1 (THF). Reaction conditions: temperature 60 celsius, time 3 day. Product: [N+](=O)([O-])C=1C=C(C=CC1)N1N=NC(=C1)[Si](C)(C)C (1-(3-Nitro-phenyl)-4-trimethylsilanyl-1H-[1,2,3]triazole), solid. Yield: 90.0%. As a reaction SMILES: [N:1]([C:4]1[CH:9]=[CH:8][CH:7]=[C:6]([N+:10]([O-:12])=[O:11])[CH:5]=1)=[N+:2]=[N-:3].[CH3:13][Si:14]([C:17]#[CH:18])([CH3:16])[CH3:15]>C1COCC1>[N+:10]([C:6]1[CH:5]=[C:4]([N:1]2[CH:18]=[C:17]([Si:14]([CH3:16])([CH3:15])[CH3:13])[N:3]=[N:2]2)[CH:9]=[CH:8][CH:7]=1)([O-:12])=[O:11]. Reported procedure: Azido-3-nitro-benzene (CAS:1516-59-2, 11.8 g, 72 mmol) were dissolved in 20 ml THF and 30 ml trimethylsilylacetylene. The reaction mixture was stirred at 60° C. for 3 days. The solvents were evaporated off and the title compound was obtained as a brown solid (16.9 g, 90%), mp 75-78° C. Reactants: N1C=CC2=C(C=CC=C12)C=CC1=C(C=CC=C1)O (2-[(1H-indol-4-yl)-ethenyl]-phenol), S(=O)(=O)(C1=CC=C(C)C=C1)OCCCl (2-chloroethanol tosylate). Solvent: O (water), [OH-].[Na+] (sodium hydroxide). Reaction conditions: time 16 hour. The product is ClCCOC1=C(C=CC=C1)C=CC1=C2C=CNC2=CC=C1 (4-[2-[2-[(2-chloro)-ethoxy]-phenyl]-ethenyl]-1H-indole). Isolated yield 39.5%. As a reaction SMILES: [NH:1]1[C:9]2[C:4](=[C:5]([CH:10]=[CH:11][C:12]3[CH:17]=[CH:16][CH:15]=[CH:14][C:13]=3[OH:18])[CH:6]=[CH:7][CH:8]=2)[CH:3]=[CH:2]1.S(O[CH2:30][CH2:31][Cl:32])(C1C=CC(C)=CC=1)(=O)=O>[OH-].[Na+].O>[Cl:32][CH2:31][CH2:30][O:18][C:13]1[CH:14]=[CH:15][CH:16]=[CH:17][C:12]=1[CH:11]=[CH:10][C:5]1[CH:6]=[CH:7][CH:8]=[C:9]2[C:4]=1[CH:3]=[CH:2][NH:1]2 |f:2.3|. Reported procedure: 4 g of 2-[(1H-indol-4-yl)-ethenyl]-phenol obtained in Step A of Example 1 in 100 ml of 2N sodium hydroxide after having added 6 g of 2-chloroethanol tosylate were heated for 6 hours at reflux and the mixture was left for 16 hours at ambient temperature, then diluted with water and extracted with ethyl acetate. After eliminating the solvent under reduced pressure and chromatography on silica (eluent: benzene), 2 g of 4-[2-[2-[(2-chloro)-ethoxy]-phenyl]-ethenyl]-1H-indole (trans E) were obtained. Reactants: CC(=O)O[BH-](OC(C)=O)OC(C)=O, CCNC1=C(C(=O)OCC)CCC1, CC(=O)O, [Na+]. Yields the product CCNC1CCCC1C(=O)OCC. Reaction SMILES: [C:14]([O:15][BH-:16]([O:17][C:18](=[O:19])[CH3:20])[O:21][C:22](=[O:23])[CH3:24])(=[O:25])[CH3:26].[CH2:1]([CH3:2])[O:3][C:4](=[O:5])[C:6]1=[C:7]([NH:11][CH2:12][CH3:13])[CH2:8][CH2:9][CH2:10]1.[CH3:28][C:29](=[O:30])[OH:31].[Na+:27]>>[CH2:1]([CH3:2])[O:3][C:4](=[O:5])[CH:6]1[CH:7]([NH:11][CH2:12][CH3:13])[CH2:8][CH2:9][CH2:10]1. Reactants: COCCO[AlH2-]OCCOC, CC1COCC(=O)N1Cc1ccccc1, Cc1ccccc1, [Na+]. Yields the product CC1COCCN1Cc1ccccc1. RXN SMILES: [CH3:17][O:18][CH2:19][CH2:20][O:21][AlH2-:22][O:23][CH2:24][CH2:25][O:26][CH3:27].[CH3:1][CH:2]1[N:3]([CH2:9][c:10]2[cH:11][cH:12][cH:13][cH:14][cH:15]2)[C:4](=[O:8])[CH2:5][O:6][CH2:7]1.[CH3:28][c:29]1[cH:30][cH:31][cH:32][cH:33][cH:34]1.[Na+:16]>>[CH3:1][CH:2]1[N:3]([CH2:9][c:10]2[cH:11][cH:12][cH:13][cH:14][cH:15]2)[CH2:4][CH2:5][O:6][CH2:7]1. Starting materials: CC1(CCCCCCC1)N1CCC(CC1)N1C(NC2=C1C=CC=C2)=O (1-[1-(1-methylcyclooctyl)-4-piperidinyl]-1,3-dihydro-2H-1,3-benzimidazol-2-one), P(=O)(Cl)(Cl)Cl (phosphoryl chloride), N (ammonia). Yields the product ClC1=NC2=C(N1C1CCN(CC1)C1(CCCCCCC1)C)C=CC=C2 (2-Chloro-1-[1-(1-methylcyclooctyl)-4-piperidinyl]-1H-benzimidazole). Isolated yield 66.3%. RXN SMILES: [CH3:1][C:2]1([N:10]2[CH2:15][CH2:14][CH:13]([N:16]3[C:20]4[CH:21]=[CH:22][CH:23]=[CH:24][C:19]=4[NH:18][C:17]3=O)[CH2:12][CH2:11]2)[CH2:9][CH2:8][CH2:7][CH2:6][CH2:5][CH2:4][CH2:3]1.P(Cl)(Cl)([Cl:28])=O.N>>[Cl:28][C:17]1[N:16]([CH:13]2[CH2:14][CH2:15][N:10]([C:2]3([CH3:1])[CH2:9][CH2:8][CH2:7][CH2:6][CH2:5][CH2:4][CH2:3]3)[CH2:11][CH2:12]2)[C:20]2[CH:21]=[CH:22][CH:23]=[CH:24][C:19]=2[N:18]=1. Reported procedure: A mixture of 4-(2-keto-1-benzimidazolinyl)piperidine (5.10 g, 23.5 mmol) and HCl solution in MeOH (20 ml) was stirred at room temperature for 10 minutes. After evaporation of the solvent, the residue was triturated in Et2O to give HCl salt as off-white powder. To this HCl salt was added cyclooctanone (3.33 ml, 28.2 mmol) followed by addition of aqueous solution of KCN (1.92 g, 29.5 mmol) in water (7 ml) at room temperature. After 18 hour stirring, the resulting solid was collected by filtration,... Starting materials: ClC1=C(C=CC(=C1)Cl)C=1N=C(C(=NC1CC)N[C@@H]1[C@H](CC2=CC=CC=C12)O)CC ((1S,2S)-1-{[5-(2,4-dichlorophenyl)-3,6-diethylpyrazin-2-yl]amino}-2,3-dihydro-1H-inden-2-ol), [N+](=O)([O-])C1=CC=C(C(=O)O[C@@H]2COC[C@@H]2NC2=NC(=C(N=C2CC)C2=C(C=C(C=C2)OC)C)CC)C=C1 (cis-(+/−)-4-{[3,6-diethyl-5-(4-methoxy-2-methylphenyl)pyrazin-2-yl]amino}tetrahydrofuran-3-yl 4-nitrobenzoate). The product is C(C)C=1C(=NC(=C(N1)C1=C(C=C(C=C1)OC)C)CC)N[C@@H]1[C@@H](COC1)O (cis-(+/−)-4-{[3,6-diethyl-5-(4-methoxy-2-methylphenyl)pyrazin-2-yl]amino}tetrahydrofuran-3-ol). Reaction SMILES: ClC1C=C(Cl)C=CC=1C1N=C(CC)C(N[C@H]2C3C(=CC=CC=3)C[C@@H]2O)=NC=1CC.[N+](C1C=CC(C([O:39][C@H:40]2[C@@H:44]([NH:45][C:46]3[C:51]([CH2:52][CH3:53])=[N:50][C:49]([C:54]4[CH:59]=[CH:58][C:57]([O:60][CH3:61])=[CH:56][C:55]=4[CH3:62])=[C:48]([CH2:63][CH3:64])[N:47]=3)[CH2:43][O:42][CH2:41]2)=O)=CC=1)([O-])=O>>[CH2:52]([C:51]1[C:46]([NH:45][C@H:44]2[CH2:43][O:42][CH2:41][C@H:40]2[OH:39])=[N:47][C:48]([CH2:63][CH3:64])=[C:49]([C:54]2[CH:59]=[CH:58][C:57]([O:60][CH3:61])=[CH:56][C:55]=2[CH3:62])[N:50]=1)[CH3:53]. Reported procedure: Following the procedure for the preparation of (1S,2S)-1-{[5-(2,4-dichlorophenyl)-3,6-diethylpyrazin-2-yl]amino}-2,3-dihydro-1H-inden-2-ol. but substituting cis-(+/−)-4-{[3,6-diethyl-5-(4-methoxy-2-methylphenyl)pyrazin-2-yl]amino}tetrahydrofuran-3-yl 4-nitrobenzoate and making non-critical variations provided the title compound as a colorless semi-solid. OAMS supporting ions at: ESI+ 358.2; MS (EI) m/z 357 (M+); HRMS (FAB) calcd for C20H27N3O3+H1 358.2130, found 358.2125.